Dataset: the Open Reaction Database (ORD), a public repository of structured organic reaction records. Task: describe an organic reaction: reactants, conditions, products, and yield Starting materials: CN1CC(CCCl)Oc2ncc(Br)cc2C1=O, CC#N, Cc1ccccc1, S=P12SP3(=S)SP(=S)(S1)SP(=S)(S2)S3. Yields the product CN1CC(CCCl)Oc2ncc(Br)cc2C1=S. As a reaction SMILES: [Br:1][c:2]1[cH:3][c:4]2[c:10]([n:11][cH:12]1)[O:9][CH:8]([CH2:13][CH2:14][Cl:15])[CH2:7][N:6]([CH3:16])[C:5]2=[O:17].[CH3:32][C:33]#[N:34].[CH3:35][c:36]1[cH:37][cH:38][cH:39][cH:40][cH:41]1.[P:18]12(=[S:19])[S:20][P:21]3(=[S:31])[S:22][P:23](=[S:29])([S:24][P:25](=[S:28])([S:26]3)[S:27]1)[S:30]2>>[Br:1][c:2]1[cH:3][c:4]2[c:10]([n:11][cH:12]1)[O:9][CH:8]([CH2:13][CH2:14][Cl:15])[CH2:7][N:6]([CH3:16])[C:5]2=[S:19]. Starting materials: C(C)(C)(C)OC(=O)N1[C@H](CCC1)COC1=CC=C(C=C1)O ((R)-2-(4-hydroxy-phenoxymethyl)-pyrrolidine-1-carboxylic acid tert-butyl ester), ClC=1SC2=C(N1)C=CC(=C2)Cl (2,6-dichloro-benzothiazole). Yields the product C(C)(C)(C)OC(=O)N1[C@H](CCC1)COC1=CC=C(C=C1)OC=1SC2=C(N1)C=CC(=C2)Cl ((R)-2-[4-(6-Chloro-benzothiazol-2-yloxy)-phenoxymethyl]-pyrrolidine-1-carboxylic acid tert-butyl ester). Yield: 75.0%. As a reaction SMILES: [C:1]([O:5][C:6]([N:8]1[CH2:12][CH2:11][CH2:10][C@@H:9]1[CH2:13][O:14][C:15]1[CH:20]=[CH:19][C:18]([OH:21])=[CH:17][CH:16]=1)=[O:7])([CH3:4])([CH3:3])[CH3:2].Cl[C:23]1[S:24][C:25]2[CH:31]=[C:30]([Cl:32])[CH:29]=[CH:28][C:26]=2[N:27]=1>>[C:1]([O:5][C:6]([N:8]1[CH2:12][CH2:11][CH2:10][C@@H:9]1[CH2:13][O:14][C:15]1[CH:20]=[CH:19][C:18]([O:21][C:23]2[S:24][C:25]3[CH:31]=[C:30]([Cl:32])[CH:29]=[CH:28][C:26]=3[N:27]=2)=[CH:17][CH:16]=1)=[O:7])([CH3:4])([CH3:2])[CH3:3]. Procedure details: Followed the same procedure as that of step 1 in Example 99 with the use of (R)-2-(4-hydroxy-phenoxymethyl)-pyrrolidine-1-carboxylic acid tert-butyl ester ((147 mg, 0.5 mmol) and 2,6-dichloro-benzothiazole (102 mg, 0.5 mmol) to yield the title product (172 mg, 75% yield); 1H NMR (400 MHz, DMSO-d6); δ 1.41 (s, 9H), 1.75-2.04 (m, 4H), 3.24-3.35 (m, 2H), 3.89-4.12 (m, 3H), 7.08 (d, J=9.2 Hz, 2H), 7.38 (d, J=9.2 Hz, 2H), 7.45 (dd, J1=8.8 Hz, J2=2.0 Hz, 1H), 7.68 (d, J=8.8 Hz, 1H), 8.07 (d, J=2.0 Hz,... Reactants: COC=1C=C2C=NC=NC2=CC1OCCN1N=NC=C1 (6-methoxy-7-(2-(1,2,3-triazol-1-yl)ethoxy)quinazoline), CN(C)C=O (DMF), S(=O)(Cl)Cl (thionyl chloride). Reaction conditions: temperature 80 celsius. The product is ClC1=NC=NC2=CC(=C(C=C12)OC)OCCN1N=NC=C1 (4-chloro-6-methoxy-7-(2-(1,2,3-triazol-1-yl)ethoxy)quinazoline). The yield is 71.0%. RXN SMILES: [CH3:1][O:2][C:3]1[CH:4]=[C:5]2[C:10](=[CH:11][C:12]=1[O:13][CH2:14][CH2:15][N:16]1[CH:20]=[CH:19][N:18]=[N:17]1)[N:9]=[CH:8][N:7]=[CH:6]2.CN(C=O)C.S(Cl)([Cl:28])=O>>[Cl:28][C:6]1[C:5]2[C:10](=[CH:11][C:12]([O:13][CH2:14][CH2:15][N:16]3[CH:20]=[CH:19][N:18]=[N:17]3)=[C:3]([O:2][CH3:1])[CH:4]=2)[N:9]=[CH:8][N:7]=1. Procedure details: A solution of 6-methoxy-7-(2-(1,2,3-triazol-1-yl)ethoxy)quinazoline (920 mg, 3.2 mmol) in thionyl chloride (10 ml) containing DMF (0.9 ml) was heated at 80° C. for 1 hour. After evaporation of the volatiles, the residue was azeotroped with toluene. The residue was partitioned between ethyl acetate and water and the aqueous layer was adjusted to pH8 with solid sodium hydrogen carbonate. The organic layer was washed with water, brine, dried (MgSO4), and the volatiles were removed by evaporation. T... The reactants are C(C)OC1=NC2=C(C(=NC1)C1=CC=CC=C1)C=C(C=C2)[N+](=O)[O-] (2-ethoxy-7-nitro-5-phenyl-3H-1,4-benzodiazepine), CO (methanol), O.NN (hydrazine hydrate). The solvent is O (water). Reaction conditions: time 2.5 hour. The product is N(N)C1=NC2=C(C(=NC1)C1=CC=CC=C1)C=C(C=C2)[N+](=O)[O-] (2-hydrazino-7-nitro-5-phenyl-3H-1,4-benzodiazepine). Reaction SMILES: C(O[C:4]1[CH2:10][N:9]=[C:8]([C:11]2[CH:16]=[CH:15][CH:14]=[CH:13][CH:12]=2)[C:7]2[CH:17]=[C:18]([N+:21]([O-:23])=[O:22])[CH:19]=[CH:20][C:6]=2[N:5]=1)C.CO.O.[NH2:27][NH2:28]>O>[NH:27]([C:4]1[CH2:10][N:9]=[C:8]([C:11]2[CH:16]=[CH:15][CH:14]=[CH:13][CH:12]=2)[C:7]2[CH:17]=[C:18]([N+:21]([O-:23])=[O:22])[CH:19]=[CH:20][C:6]=2[N:5]=1)[NH2:28] |f:2.3|. Procedure details: To a solution of 0.25 part of 2-ethoxy-7-nitro-5-phenyl-3H-1,4-benzodiazepine in 8 parts by volume of methanol is added 0.2 part by volume of hydrazine hydrate (100%) with stirring and the stirring is continued at room temperature for further 2.5 hours. To the reaction mixture is added water, followed by extraction with chloroform. Chloroform layer is washed with water and dried over anhydrous sodium sulfate, followed by distillation of the solvent. Treatment of the residue with n-hexane gives 2... Reactants: OC1=C(C=CC=2C(N3C(C(NC21)OC)CC=C3)=O)C (5,10,11,11a-tetrahydro-9-hydroxy-11-methoxy-8-methyl-5-oxo-1H-pyrrolo-[2,1-C][1,4]benzodiazepine), C(=O)(O)C1=CC=C(C=C1)CCCl (1-(4-carboxyphenyl)-2-chloroethane). The solvent is N1=CC=CC=C1 (pyridine). Run at time 12 hour. Yields the product C(=O)(O)C1=CC=C(C=C1)CCOC1=C(C=CC=2C(N3C(C(NC21)OC)CC(=C3)C=CC(=O)N)=O)C (5,10,11,11a-tetrahydro-9-[2-(4-carboxyphenyl)-ethoxy]-11-methoxy-8-methyl-5-oxo-1H-pyrrolo-[2,1-C][1,4]benzodiazepine-2-acrylamide). Reaction SMILES: [OH:1][C:2]1[C:12]2[NH:11][CH:10]([O:13][CH3:14])[CH:9]3[CH2:15][CH:16]=[CH:17][N:8]3[C:7](=[O:18])[C:6]=2[CH:5]=[CH:4][C:3]=1[CH3:19].[C:20]([C:23]1[CH:28]=[CH:27][C:26]([CH2:29][CH2:30]Cl)=[CH:25][CH:24]=1)([OH:22])=[O:21]>N1C=CC=CC=1>[C:20]([C:23]1[CH:28]=[CH:27][C:26]([CH2:29][CH2:30][O:1][C:2]2[C:12]3[NH:11][CH:10]([O:13][CH3:14])[CH:9]4[CH2:15][C:16]([CH:15]=[CH:9][C:10]([NH2:11])=[O:13])=[CH:17][N:8]4[C:7](=[O:18])[C:6]=3[CH:5]=[CH:4][C:3]=2[CH3:19])=[CH:25][CH:24]=1)([OH:22])=[O:21]. Reported procedure: In 120 ml of pyridine were reacted 300 mg of 5,10,11,11a-tetrahydro-9-hydroxy-11-methoxy-8-methyl-5-oxo-1H-pyrrolo-[2,1-C][1,4]benzodiazepine and 1 g of 1-(4-carboxyphenyl)-2-chloroethane, for 12 hr at 50° C. After completion of the reaction, purification and recrystallization were conducted in the same manner as in Example 14 to obtain a light yellow crystal of 5,10,11,11a-tetrahydro-9-[2-(4-carboxyphenyl)-ethoxy]-11-methoxy-8-methyl-5-oxo-1H-pyrrolo-[2,1-C][1,4]benzodiazepine-2-acrylamide havi...